This data is from the Open Reaction Database (ORD), a public repository of structured organic reaction records. The task is: describe an organic reaction: reactants, conditions, products, and yield Starting materials: Cc1ccccc1, Cc1c(N)ccc([N+](=O)[O-])c1C, S=C(Cl)Cl. The product is Cc1c(N=C=S)ccc([N+](=O)[O-])c1C. As a reaction SMILES: [CH3:17][c:18]1[cH:19][cH:20][cH:21][cH:22][cH:23]1.[CH3:1][c:2]1[c:3]([NH2:4])[cH:5][cH:6][c:7]([N+:10](=[O:11])[O-:12])[c:8]1[CH3:9].[Cl:13][C:14]([Cl:15])=[S:16]>>[CH3:1][c:2]1[c:3]([N:4]=[C:14]=[S:16])[cH:5][cH:6][c:7]([N+:10](=[O:11])[O-:12])[c:8]1[CH3:9]. Starting materials: CC1(OCCO1)C1=CC=C(O1)CN1N=C(C=C1)N (1-[5-(2-methyl-[1,3]dioxolan-2-yl)-furan-2-ylmethyl]-1H-pyrazol-3-ylamine), ClC1=CC=C(C=C1)/C=C/C(=O)O ((E)-3-(4-chloro-phenyl)-acrylic acid), 05b. Product: C(C)(=O)C1=CC=C(O1)CN1N=C(C=C1)NC(\C=C\C1=CC=C(C=C1)Cl)=O ((E)-N-[1-(5-Acetyl-furan-2-ylmethyl)-1H-pyrazol-3-yl]-3-(4-chloro-phenyl)-acrylamide). Reaction SMILES: [CH3:1][C:2]1([C:7]2[O:11][C:10]([CH2:12][N:13]3[CH:17]=[CH:16][C:15]([NH2:18])=[N:14]3)=[CH:9][CH:8]=2)[O:6]CCO1.[Cl:19][C:20]1[CH:25]=[CH:24][C:23](/[CH:26]=[CH:27]/[C:28](O)=[O:29])=[CH:22][CH:21]=1>>[C:2]([C:7]1[O:11][C:10]([CH2:12][N:13]2[CH:17]=[CH:16][C:15]([NH:18][C:28](=[O:29])/[CH:27]=[CH:26]/[C:23]3[CH:24]=[CH:25][C:20]([Cl:19])=[CH:21][CH:22]=3)=[N:14]2)=[CH:9][CH:8]=1)(=[O:6])[CH3:1]. Procedure: Following general procedure B followed by T, starting from 1-[5-(2-methyl-[1,3]dioxolan-2-yl)-furan-2-ylmethyl]-1H-pyrazol-3-ylamine and (E)-3-(4-chloro-phenyl)-acrylic acid. LC-MS-conditions 05b: tR=1.03 min; [M+H]+=371.8. Starting materials: CN(C)C=O, O=[N+]([O-])c1c(O)c2ccccc2n2nnnc12, O=P(Cl)(Cl)Cl. Yields the product O=[N+]([O-])c1c(Cl)c2ccccc2n2nnnc12. As a reaction SMILES: [CH3:23][N:24]([CH3:25])[CH:26]=[O:27].[N+:6](=[O:7])([O-:8])[c:9]1[c:10]2[n:11]([c:12]3[cH:13][cH:14][cH:15][cH:16][c:17]3[c:18]1[OH:19])[n:20][n:21][n:22]2.[P:1]([Cl:2])([Cl:3])([Cl:4])=[O:5]>>[Cl:3][c:18]1[c:9]([N+:6](=[O:7])[O-:8])[c:10]2[n:11]([c:12]3[cH:13][cH:14][cH:15][cH:16][c:17]31)[n:20][n:21][n:22]2.